From a dataset of the Open Reaction Database (ORD), a public repository of structured organic reaction records. describe an organic reaction: reactants, conditions, products, and yield Starting materials: OCC1=C(C=CC=C1)C(=O)N(CCCCCCCCCCCCCCCCCC)C ([2-(Hydroxymethyl)phenyl]-N-methyl-N-octadecylformamide), BrCCCCCl (1-bromo-4-chlorobutane), C([O-])([O-])=O.[K+].[K+] (potassium carbonate). The solvent is CC(=O)C (acetone). Product: ClCCCCOCC1=C(C=CC=C1)C(=O)N(CCCCCCCCCCCCCCCCCC)C ([2-(4-chlorobutoxymethyl)phenyl]-N-methyl-N-octadecylformamide). Reaction SMILES: [OH:1][CH2:2][C:3]1[CH:8]=[CH:7][CH:6]=[CH:5][C:4]=1[C:9]([N:11]([CH3:30])[CH2:12][CH2:13][CH2:14][CH2:15][CH2:16][CH2:17][CH2:18][CH2:19][CH2:20][CH2:21][CH2:22][CH2:23][CH2:24][CH2:25][CH2:26][CH2:27][CH2:28][CH3:29])=[O:10].Br[CH2:32][CH2:33][CH2:34][CH2:35][Cl:36].C(=O)([O-])[O-].[K+].[K+]>CC(C)=O>[Cl:36][CH2:35][CH2:34][CH2:33][CH2:32][O:1][CH2:2][C:3]1[CH:8]=[CH:7][CH:6]=[CH:5][C:4]=1[C:9]([N:11]([CH3:30])[CH2:12][CH2:13][CH2:14][CH2:15][CH2:16][CH2:17][CH2:18][CH2:19][CH2:20][CH2:21][CH2:22][CH2:23][CH2:24][CH2:25][CH2:26][CH2:27][CH2:28][CH3:29])=[O:10] |f:2.3.4|. Procedure: [2-(Hydroxymethyl)phenyl]-N-methyl-N-octadecylformamide is reacted with 1-bromo-4-chlorobutane in acetone in the presence of potassium carbonate at the reflux temperature of the solvent to obtain [2-(4-chlorobutoxymethyl)phenyl]-N-methyl-N-octadecylformamide.